Dataset: the Open Reaction Database (ORD), a public repository of structured organic reaction records. Task: describe an organic reaction: reactants, conditions, products, and yield Reactants: RNA, C(CN(CC(=O)O)CC(=O)O)N(CC(=O)O)CC(=O)O (EDTA), NCCCCNCCCN (spermidine), C(C(CO)(CO)N)O.Cl (Tris-HCl), [Na+].[Cl-] (NaCl), P(O)(=O)(OP(=O)(O)OP(=O)(O)O)OC[C@@H]1[C@H]([C@H]([C@@H](O1)N1C=NC=2C(N)=NC=NC12)O)O (ATP), P(O)(=O)(OP(=O)(O)OP(=O)(O)O)OC[C@@H]1[C@H]([C@H]([C@@H](O1)N1C=NC=2C(=O)NC(N)=NC12)O)O (GTP), C1=CN(C(=O)NC1=O)[C@H]2[C@@H]([C@@H]([C@H](O2)COP(=O)(O)OP(=O)(O)OP(=O)(O)O)O)O (UTP), C1=CN(C(=O)NC1=O)[C@H]2[C@@H]([C@@H]([C@H](O2)COP(=O)(O)OP(=O)(O)OP(=O)(O)O)O)O (UTP), C(C(CO)(CO)N)O.Cl (Tris-HCl), [Mg+2].[Cl-].[Cl-] (MgCl2), SC[C@H](O)[C@H](O)CS (dithioerythritol). The solvent is C(C)O (ethanol), O (water). Conditions: time 2 hour. The product is C[C@]12CC[C@@H](C[C@H]1CC[C@@H]3[C@@H]2C[C@H]([C@]4([C@@]3(CC[C@@H]4C5=CC(=O)OC5)O)C)O)O (Digoxigenin). As a reaction SMILES: [Mg+2].[Cl-].[Cl-].S[CH2:5][C@@H:6]([C@@H:8]([CH2:10]S)O)[OH:7].N[CH2:13][CH2:14][CH2:15][CH2:16]NCCCN.[Na+].[Cl-].P(OC[C@H:38]1[O:42][C@@H:41](N2C3N=CN=C(N)C=3N=C2)[C@H:40](O)[C@@H:39]1O)(OP(OP(O)(O)=O)(O)=O)(=O)O.P(O[CH2:68][C@H:69]1[O:73][C@@H:72](N2C3N=C(N)NC(=O)C=3N=C2)[C@H:71](O)[C@@H:70]1O)(OP(OP(O)(O)=O)(O)=O)(=O)O.C1C(=O)NC(=O)N([C@@H:95]2O[C@H:98](COP(OP(OP(O)(O)=O)(O)=O)(O)=O)[C@@H:97](O)[C@H:96]2O)C=1.C(N(CC(O)=O)CC(O)=O)CN(CC(O)=O)[CH2:119][C:120](O)=[O:121].C(O)C(N)(CO)C[OH:139].Cl>C(O)C.O>[CH3:95][C@@:96]12[C@H:10]3[CH2:119][C@@H:120]([OH:121])[C@:14]4([CH3:13])[C@@H:15]([C:39]5[CH2:38][O:42][C:41](=[O:139])[CH:40]=5)[CH2:16][CH2:5][C@:6]4([OH:7])[C@@H:8]3[CH2:68][CH2:69][C@@H:70]1[CH2:71][C@@H:72]([OH:73])[CH2:98][CH2:97]2 |f:0.1.2,5.6,11.12|. Procedure details: Transcription reactions were performed using the DIG RNA Labeling Kit (Roche Molecular Biochemicals, Indianapolis, Ind.). Transcription reactions consisted of 300 ng of purified PCR product, 10×Transcription Buffer (400 mM Tris-HCl pH 8.0; 60 mM MgCl2, 100 mM dithioerythritol, 20 mM spermidine, 100 mM NaCl, 1 unit/ml RNase inhibitor), DIG Labeling mix (10 mM each of ATP, CTP, GTP, and 6.5 mM UTP, 3.5 mM UTP-DIG; in Tris-HCl pH 7.5), T7 or T3 polymerase (20 units/μl) (Promega, Madison, Wis.), and... Reactants: C1CCOC1, CCCN(CC1CC1)c1cc(C(=O)Nc2ccc(CS(=O)(=O)CCC(=O)OCC)cc2)ncn1, Cl. Product: CCCN(CC1CC1)c1cc(C(=O)Nc2ccc(CS(=O)(=O)CCC(=O)O)cc2)ncn1. Reaction SMILES: [CH2:36]1[O:37][CH2:38][CH2:39][CH2:40]1.[CH:1]1([CH2:4][N:5]([c:6]2[cH:7][c:8]([C:12](=[O:13])[NH:14][c:15]3[cH:16][cH:17][c:18]([CH2:19][S:20](=[O:21])(=[O:22])[CH2:23][CH2:24][C:25](=[O:26])[O:27][CH2:28][CH3:29])[cH:30][cH:31]3)[n:9][cH:10][n:11]2)[CH2:32][CH2:33][CH3:34])[CH2:2][CH2:3]1.[ClH:35]>>[CH:1]1([CH2:4][N:5]([c:6]2[cH:7][c:8]([C:12](=[O:13])[NH:14][c:15]3[cH:16][cH:17][c:18]([CH2:19][S:20](=[O:21])(=[O:22])[CH2:23][CH2:24][C:25](=[O:26])[OH:27])[cH:30][cH:31]3)[n:9][cH:10][n:11]2)[CH2:32][CH2:33][CH3:34])[CH2:2][CH2:3]1. Starting materials: C(C)(C)(C)C1=NN(C(C1)=O)CC1=CC=C(C(=O)OC)C=C1 (methyl 4-[(3-tert-butyl-5-oxo-4,5-dihydro-1H-pyrazol-1-yl)methyl]benzoate), C(C1=CC=CC=C1)Br (benzyl bromide), C([O-])([O-])=O.[K+].[K+] (potassium carbonate), CN(C=O)C (N,N-dimethylformamide). Run in O (Water). Reaction conditions: time 8 hour. Product: C(C1=CC=CC=C1)OC1=CC(=NN1CC1=CC=C(C(=O)OC)C=C1)C(C)(C)C (methyl 4-{[5-(benzyloxy)-3-tert-butyl-1H-pyrazol-1-yl]methyl}benzoate). Yield: 81.5%. Reaction SMILES: [C:1]([C:5]1[CH2:9][C:8](=[O:10])[N:7]([CH2:11][C:12]2[CH:21]=[CH:20][C:15]([C:16]([O:18][CH3:19])=[O:17])=[CH:14][CH:13]=2)[N:6]=1)([CH3:4])([CH3:3])[CH3:2].[CH2:22](Br)[C:23]1[CH:28]=[CH:27][CH:26]=[CH:25][CH:24]=1.C(=O)([O-])[O-].[K+].[K+].CN(C)C=O>O>[CH2:22]([O:10][C:8]1[N:7]([CH2:11][C:12]2[CH:13]=[CH:14][C:15]([C:16]([O:18][CH3:19])=[O:17])=[CH:20][CH:21]=2)[N:6]=[C:5]([C:1]([CH3:4])([CH3:2])[CH3:3])[CH:9]=1)[C:23]1[CH:28]=[CH:27][CH:26]=[CH:25][CH:24]=1 |f:2.3.4|. Procedure details: A mixture of methyl 4-[(3-tert-butyl-5-oxo-4,5-dihydro-1H-pyrazol-1-yl)methyl]benzoate (2.00 g, 6.94 mmol), benzyl bromide (0.91 mL, 7.7 mmol), potassium carbonate (0.96 g, 6.9 mmol) and N,N-dimethylformamide (25 mL) was stirred overnight at room temperature. Water was added to the reaction solution, and the mixture was extracted with ethyl acetate. The extract washed with aqueous sodium chloride solution, dried over anhydrous magnesium sulfate, and concentrated under reduced pressure. The resid... Reactants: NC1=NC2=CC=CC=C2C(=N1)C (2-amino-4-methylquinazoline), ClC1=NC=CC=C1S(=O)(=O)N=C=O (2-chloropyridin-3-sulfonylisocyanate). The solvent is C(Cl)Cl (methylene chloride). Yields the product ClC1=NC=CC=C1S(=O)(=O)NC(=O)NC1=NC2=CC=CC=C2C(=N1)C (2-Chloro-N-[(4-methylquinazolin-2-yl)aminocarbonyl]-pyridine-3-sulfonamide). RXN SMILES: [NH2:1][C:2]1[N:11]=[C:10]([CH3:12])[C:9]2[C:4](=[CH:5][CH:6]=[CH:7][CH:8]=2)[N:3]=1.[Cl:13][C:14]1[C:19]([S:20]([N:23]=[C:24]=[O:25])(=[O:22])=[O:21])=[CH:18][CH:17]=[CH:16][N:15]=1>C(Cl)Cl>[Cl:13][C:14]1[C:19]([S:20]([NH:23][C:24]([NH:1][C:2]2[N:11]=[C:10]([CH3:12])[C:9]3[C:4](=[CH:5][CH:6]=[CH:7][CH:8]=3)[N:3]=2)=[O:25])(=[O:21])=[O:22])=[CH:18][CH:17]=[CH:16][N:15]=1. Procedure details: To a dry, stirred solution of 8.0 g of 2-amino-4-methylquinazoline in 200 ml of methylene chloride at ambient temperature and pressure is added 13 g of 2-chloropyridin-3-sulfonylisocyanate. The resulting mixture is stirred at reflux for 2 hours and then concentrated at reduced pressure. The residue is triturated with 1-chlorobutane and filtered to yield the desired solid product. Reactants: CC(C(=O)O)c1ccc(Br)cc1, CN(C)C=O, O=C(Cl)C(=O)Cl, ClCCl. Product: CC(C(=O)Cl)c1ccc(Br)cc1. RXN SMILES: [Br:1][c:2]1[cH:3][cH:4][c:5]([CH:8]([C:9](=[O:10])[OH:11])[CH3:12])[cH:6][cH:7]1.[CH3:13][N:14]([CH3:15])[CH:16]=[O:17].[Cl:18][C:19]([C:20]([Cl:21])=[O:22])=[O:23].[Cl:24][CH2:25][Cl:26]>>[Br:1][c:2]1[cH:3][cH:4][c:5]([CH:8]([C:9](=[O:10])[Cl:18])[CH3:12])[cH:6][cH:7]1.